From a dataset of the Open Reaction Database (ORD), a public repository of structured organic reaction records. describe an organic reaction: reactants, conditions, products, and yield Starting materials: ClC=1C=NC=C(C1SC1=C(C=C(S1)C(=O)NC1CNCC1)[N+](=O)[O-])Cl (5-((3,5-dichloropyridin-4-yl)thio)-4-nitro-N-(pyrrolidin-3-yl)thiophene-2-carboxamide), C1(CC1)OCCO[Si](C)(C)C ((2-cyclopropoxyethoxy)trimethylsilane), C(C)(=O)O (acetic acid), [C-]#N.[BH4-].[Na+] (sodium borohydride cyanide). Solvent: CO (methanol). Product: C1(CC1)N1CC(CC1)NC(=O)C=1SC(=C(C1)[N+](=O)[O-])SC1=C(C=NC=C1Cl)Cl (N-(1-cyclopropylpyrrolidin-3-yl)-5-((3,5-dichloropyridin-4-yl)thio)-4-nitrothiophene-2-carboxamide). The yield is 5.4%. RXN SMILES: [Cl:1][C:2]1[CH:3]=[N:4][CH:5]=[C:6]([Cl:25])[C:7]=1[S:8][C:9]1[S:13][C:12]([C:14]([NH:16][CH:17]2[CH2:21][CH2:20][NH:19][CH2:18]2)=[O:15])=[CH:11][C:10]=1[N+:22]([O-:24])=[O:23].[CH:26]1(OCCO[Si](C)(C)C)[CH2:28][CH2:27]1.C(O)(=O)C.[C-]#N.[BH4-].[Na+]>CO>[CH:26]1([N:19]2[CH2:20][CH2:21][CH:17]([NH:16][C:14]([C:12]3[S:13][C:9]([S:8][C:7]4[C:6]([Cl:25])=[CH:5][N:4]=[CH:3][C:2]=4[Cl:1])=[C:10]([N+:22]([O-:24])=[O:23])[CH:11]=3)=[O:15])[CH2:18]2)[CH2:28][CH2:27]1 |f:3.4.5|. Procedure: To a solution of 5-((3,5-dichloropyridin-4-yl)thio)-4-nitro-N-(pyrrolidin-3-yl)thiophene-2-carboxamide (0.20 g, 0.48 mmol), (2-cyclopropoxyethoxy)trimethylsilane (498 mg, 2.86 mmol) and acetic acid (286 mg, 4.77 mmol) in methanol (10 mL) under nitrogen, was added sodium borohydride cyanide powder (150 mg, 2.38 mmol) by small portion. The resulting reaction mixture was heated under reflux for 4 hours. After this time, the reaction mixture was passed through a celite cartridge and the organic solu... The reactants are CC(C)(C)OC(=O)N1CCC(=C(Br)c2ccccc2)CC1, COCCOC, OB(O)c1cc(F)cc(F)c1, [Na+], [Na+], O=C([O-])[O-], O=C(C=Cc1ccccc1)C=Cc1ccccc1, O=C(C=Cc1ccccc1)C=Cc1ccccc1, O=C(C=Cc1ccccc1)C=Cc1ccccc1, [Pd], [Pd]. Product: CC(C)(C)OC(=O)N1CCC(=C(c2ccccc2)c2cc(F)cc(F)c2)CC1. RXN SMILES: [C:1]([CH3:2])([CH3:3])([CH3:4])[O:5][C:6](=[O:7])[N:8]1[CH2:9][CH2:10][C:11](=[C:14]([c:15]2[cH:16][cH:17][cH:18][cH:19][cH:20]2)[Br:21])[CH2:12][CH2:13]1.[CH3:39][O:40][CH2:41][CH2:42][O:43][CH3:44].[F:22][c:23]1[cH:24][c:25]([B:30]([OH:31])[OH:32])[cH:26][c:27]([F:29])[cH:28]1.[Na+:33].[Na+:34].[O-:35][C:36](=[O:37])[O-:38].[O:47]=[C:48]([CH:49]=[CH:50][c:51]1[cH:52][cH:53][cH:54][cH:55][cH:56]1)[CH:57]=[CH:58][c:59]1[cH:60][cH:61][cH:62][cH:63][cH:64]1.[O:65]=[C:66]([CH:67]=[CH:68][c:69]1[cH:70][cH:71][cH:72][cH:73][cH:74]1)[CH:75]=[CH:76][c:77]1[cH:78][cH:79][cH:80][cH:81][cH:82]1.[O:83]=[C:84]([CH:85]=[CH:86][c:87]1[cH:88][cH:89][cH:90][cH:91][cH:92]1)[CH:93]=[CH:94][c:95]1[cH:96][cH:97][cH:98][cH:99][cH:100]1.[Pd:45].[Pd:46]>>[C:1]([CH3:2])([CH3:3])([CH3:4])[O:5][C:6](=[O:7])[N:8]1[CH2:9][CH2:10][C:11](=[C:14]([c:15]2[cH:16][cH:17][cH:18][cH:19][cH:20]2)[c:25]2[cH:24][c:23]([F:22])[cH:28][c:27]([F:29])[cH:26]2)[CH2:12][CH2:13]1. The reactants are [Cl-].[NH+]1=CC=CC=C1 (pyridinium chloride), C(CC)C1(C2=CC(=CC=C2C=2C=C(C(=CC12)C(=O)O)OC)C(=O)O)CCC (9,9-dipropyl-3-methoxyfluorene-2,7-dicarboxylic acid), S(=O)(Cl)Cl (thionyl chloride), O1CCOCC1 (p-dioxane), NC1=C(C=CC(=C1)C)O (2-amino-4-methylphenol), N1CCCCC1 (piperidine), O1CCOCC1 (p-dioxane). Solvent: O (water), O (water), CN1C(CCC1)=O (N-methylpyrrolidinone). Run at temperature 0 celsius, time 20 minute. Product: OC1=C(C=C(C=C1)C)NC(=O)C1=CC=2C(C3=CC(=CC=C3C2C=C1OC)C(=O)NC1=C(C=CC(=C1)C)O)(CCC)CCC (N,N′-bis(2-hydroxy-5-methylphenyl)-9,9-dipropyl-3-methoxyfluorene-2,7-dicarboxamide). RXN SMILES: [CH2:1]([C:4]1([CH2:25][CH2:26][CH3:27])[C:16]2[CH:15]=[C:14]([C:17]([OH:19])=O)[C:13]([O:20][CH3:21])=[CH:12][C:11]=2[C:10]2[C:5]1=[CH:6][C:7]([C:22](O)=[O:23])=[CH:8][CH:9]=2)[CH2:2][CH3:3].S(Cl)(Cl)=O.[NH2:32][C:33]1[CH:38]=[C:37]([CH3:39])[CH:36]=[CH:35][C:34]=1[OH:40].[NH:41]1[CH2:46][CH2:45][CH2:44][CH2:43][CH2:42]1.[Cl-].[NH+]1C=CC=C[CH:49]=1.[O:54]1CCOC[CH2:55]1>O.CN1CCCC1=O>[OH:40][C:34]1[CH:35]=[CH:36][C:37]([CH3:39])=[CH:38][C:33]=1[NH:32][C:17]([C:14]1[C:13]([O:20][CH3:21])=[CH:12][C:11]2[C:10]3[C:5](=[CH:6][C:7]([C:22]([NH:41][C:46]4[CH:45]=[C:44]([CH3:49])[CH:43]=[CH:42][C:55]=4[OH:54])=[O:23])=[CH:8][CH:9]=3)[C:4]([CH2:25][CH2:26][CH3:27])([CH2:1][CH2:2][CH3:3])[C:16]=2[CH:15]=1)=[O:19] |f:4.5|. Procedure: A solution of 9,9-dipropyl-3-methoxyfluorene-2,7-dicarboxylic acid (43 g, 0.117 mol), thionyl chloride (30.0 mL, 48.9 g, 0.41 mol), p-dioxane (430 mL) and N-methylpyrrolidinone (2.0 mL), under argon, was stirred and heated under reflux for 3 h. Concentration of the reaction mixture by distillation of p-dioxane (50.0 mL) precipitated the diacid dichloride intermediate. The dark diacid dichloride solution, over a period of 20 min., was added to a cooled (0° C.) stirred solution of 2-amino-4-methyl... Starting materials: [Cu]I, FC(F)(F)Oc1cccc(I)c1, C#CC=C1CCN(c2ncccc2[N+](=O)[O-])CC1. Yields the product O=[N+]([O-])c1cccnc1N1CCC(=CC#Cc2cccc(OC(F)(F)F)c2)CC1. RXN SMILES: [Cu:31][I:32].[F:19][C:20]([O:21][c:22]1[cH:23][c:24]([I:28])[cH:25][cH:26][cH:27]1)([F:29])[F:30].[N+:1](=[O:2])([O-:3])[c:4]1[c:5]([N:10]2[CH2:11][CH2:12][C:13](=[CH:16][C:17]#[CH:18])[CH2:14][CH2:15]2)[n:6][cH:7][cH:8][cH:9]1>>[N+:1](=[O:2])([O-:3])[c:4]1[c:5]([N:10]2[CH2:11][CH2:12][C:13](=[CH:16][C:17]#[C:18][c:24]3[cH:23][c:22]([O:21][C:20]([F:19])([F:29])[F:30])[cH:27][cH:26][cH:25]3)[CH2:14][CH2:15]2)[n:6][cH:7][cH:8][cH:9]1.